This data is from the Open Reaction Database (ORD), a public repository of structured organic reaction records. The task is: describe an organic reaction: reactants, conditions, products, and yield Reaction SMILES: [CH2:9]([Li:10])[CH2:11][CH2:12][CH3:13].[CH3:14][N:15]([c:16]1[cH:17][cH:18][cH:19][cH:20][cH:21]1)[CH:22]=[O:23].[F:1][c:2]1[cH:3][cH:4][cH:5][c:6]([F:7])[cH:8]1.[O:29]1[CH2:30][CH2:31][CH2:32][CH2:33]1.[S:24](=[O:25])(=[O:26])([OH:27])[OH:28]>>[F:1][c:2]1[cH:3][cH:4][cH:5][c:6]([F:7])[c:8]1[CH:22]=[O:23]. Product: O=Cc1c(F)cccc1F. Reactants: [Li]CCCC, CN(C=O)c1ccccc1, Fc1cccc(F)c1, C1CCOC1, O=S(=O)(O)O. The reactants are CC(C)(C)OC(=O)C(Br)c1ccccc1, CCOC(C)=O, [Cl-], [H-], [NH4+], [Na+], CCOC(=O)n1c(=O)[nH]c2ccccc21, CN(C)C=O. Yields the product CCOC(=O)n1c(=O)n(C(C(=O)OC(C)(C)C)c2ccccc2)c2ccccc21. RXN SMILES: [Br:18][CH:19]([C:20](=[O:21])[O:22][C:23]([CH3:24])([CH3:25])[CH3:26])[c:27]1[cH:28][cH:29][cH:30][cH:31][cH:32]1.[CH3:40][CH2:41][O:42][C:43](=[O:44])[CH3:45].[Cl-:33].[H-:16].[NH4+:34].[Na+:17].[O:1]=[c:2]1[nH:3][c:4]2[c:5]([n:6]1[C:7](=[O:8])[O:9][CH2:10][CH3:11])[cH:12][cH:13][cH:14][cH:15]2.[O:35]=[CH:36][N:37]([CH3:38])[CH3:39]>>[O:1]=[c:2]1[n:3]([CH:19]([C:20](=[O:21])[O:22][C:23]([CH3:24])([CH3:25])[CH3:26])[c:27]2[cH:28][cH:29][cH:30][cH:31][cH:32]2)[c:4]2[c:5]([n:6]1[C:7](=[O:8])[O:9][CH2:10][CH3:11])[cH:12][cH:13][cH:14][cH:15]2. The product is CCCCCCCCCCCC(=O)NC(C)(C)C(=O)N1C[C@H](CC1C(=O)N[C@@H](CC(C)C)C(=O)N[C@@H](C(C)C)C(=O)N[C@@H](CCC(=O)N)C(=O)N[C@@H](CC(C)C)CO)O (Halovir D). Reported procedure: To a solution of 13.3 mg of Halovir A in 0.5 mL of pyridine was added 0.5 mL of acetic anhydride and 1.2 mg of N,N-dimethylaminopyridine. The reaction mixture was stirred under nitrogen at ambient temperature for 16 hours. The solvent was removed in vacuo, and the crude mixture was partitioned between 3 mL of saturated sodium bicarbonate and 3 mL of ethyl acetate. The layers were separated and the aqueous layer was washed with 2×3 mL of ethyl acetate. The organic layers were combined and washed ... Reactants: CCCCCCCCCCCCCC(=O)NC(C)(C)C(=O)N1C[C@H](CC1C(=O)N[C@@H](CC(C)C)C(=O)N[C@@H](C(C)C)C(=O)N[C@@H](CCC(=O)N)C(=O)N[C@@H](CC(C)C)CO)O (Halovir A), C(C)(=O)OC(C)=O (acetic anhydride), N,N-dimethylaminopyridine. Reaction conditions: time 16 hour. Reaction SMILES: CC[CH2:3][CH2:4][CH2:5][CH2:6][CH2:7][CH2:8][CH2:9][CH2:10][CH2:11][CH2:12][CH2:13][C:14]([NH:16][C:17]([C:20]([N:22]1[CH:26]([C:27]([NH:29][C@H:30]([C:35]([NH:37][C@H:38]([C:42]([NH:44][C@H:45]([C:51]([NH:53][C@H:54]([CH2:59][OH:60])[CH2:55][CH:56]([CH3:58])[CH3:57])=[O:52])[CH2:46][CH2:47][C:48]([NH2:50])=[O:49])=[O:43])[CH:39]([CH3:41])[CH3:40])=[O:36])[CH2:31][CH:32]([CH3:34])[CH3:33])=[O:28])[CH2:25][C@H:24]([OH:61])[CH2:23]1)=[O:21])([CH3:19])[CH3:18])=[O:15].C(OC(=O)C)(=O)C>N1C=CC=CC=1>[CH3:3][CH2:4][CH2:5][CH2:6][CH2:7][CH2:8][CH2:9][CH2:10][CH2:11][CH2:12][CH2:13][C:14]([NH:16][C:17]([C:20]([N:22]1[CH:26]([C:27]([NH:29][C@H:30]([C:35]([NH:37][C@H:38]([C:42]([NH:44][C@H:45]([C:51]([NH:53][C@H:54]([CH2:59][OH:60])[CH2:55][CH:56]([CH3:58])[CH3:57])=[O:52])[CH2:46][CH2:47][C:48]([NH2:50])=[O:49])=[O:43])[CH:39]([CH3:41])[CH3:40])=[O:36])[CH2:31][CH:32]([CH3:33])[CH3:34])=[O:28])[CH2:25][C@H:24]([OH:61])[CH2:23]1)=[O:21])([CH3:19])[CH3:18])=[O:15]. The solvent is N1=CC=CC=C1 (pyridine). The reactants are BrC=1C=CC(=NC1)C(=O)N1CCN(CC1)C1=C(C=C(C=C1)C)C ((5-bromopyridin-2-yl)[4-(2,4-dimethylphenyl)piperazin-1-yl]methanone), C1(=CC=CC=C1)[C@H]1NC(OC1)=O ((R)-(−)-4-phenyloxazolidin-2-one). Yields the product CC1=C(C=CC(=C1)C)N1CCN(CC1)C(=O)C1=CC=C(C=N1)N1C(OC[C@H]1C1=CC=CC=C1)=O ((R)-3-{6-[4-(2,4-dimethylphenyl)piperazine-1-carbonyl]pyridin-3-yl}-4-phenyloxazolidin-2-one). The yield is 20.1%. RXN SMILES: Br[C:2]1[CH:3]=[CH:4][C:5]([C:8]([N:10]2[CH2:15][CH2:14][N:13]([C:16]3[CH:21]=[CH:20][C:19]([CH3:22])=[CH:18][C:17]=3[CH3:23])[CH2:12][CH2:11]2)=[O:9])=[N:6][CH:7]=1.[C:24]1([C@@H:30]2[CH2:34][O:33][C:32](=[O:35])[NH:31]2)[CH:29]=[CH:28][CH:27]=[CH:26][CH:25]=1>>[CH3:23][C:17]1[CH:18]=[C:19]([CH3:22])[CH:20]=[CH:21][C:16]=1[N:13]1[CH2:14][CH2:15][N:10]([C:8]([C:5]2[N:6]=[CH:7][C:2]([N:31]3[C@H:30]([C:24]4[CH:29]=[CH:28][CH:27]=[CH:26][CH:25]=4)[CH2:34][O:33][C:32]3=[O:35])=[CH:3][CH:4]=2)=[O:9])[CH2:11][CH2:12]1. Reported procedure: By reaction and treatment in the same manner as in Example 1 and using (5-bromopyridin-2-yl)[4-(2,4-dimethylphenyl)piperazin-1-yl]methanone (749 mg) described in Preparation Example 21 and (R)-(−)-4-phenyloxazolidin-2-one (326 mg), the title compound (183 mg) was obtained. Starting materials: CC(=O)c1ccsc1, OCCO, Cc1ccccc1, Cc1ccc(S(=O)(=O)O)cc1. Product: CC1(c2ccsc2)OCCO1. Reaction SMILES: [C:1]([CH3:2])(=[O:3])[c:4]1[cH:5][s:6][cH:7][cH:8]1.[CH2:9]([CH2:10][OH:11])[OH:12].[CH3:24][c:25]1[cH:26][cH:27][cH:28][cH:29][cH:30]1.[c:13]1([CH3:14])[cH:15][cH:16][c:17]([S:18]([OH:19])(=[O:20])=[O:21])[cH:22][cH:23]1>>[C:1]1([CH3:2])([c:4]2[cH:5][s:6][cH:7][cH:8]2)[O:3][CH2:9][CH2:10][O:11]1. Starting materials: O.S.[Na] (sodium hydrogen sulphide monohydrate), N(=[N+]=[N-])CC1=NN2C(N=C(C=C2S)C)=N1 (2-azidomethyl-5-methyl[1.2.4]triazolo[1,5-a]pyrimidine-7-thiol), C1(=CC=CC=C1)C1(OC2=C(O1)C=CC(=C2)C(=O)ON2N=NC1=C2C=CC=C1)C1=CC=CC=C1 (1H-benzotriazol-1-yl 2,2-diphenyl-1,3-benzodioxol-5-carboxylate). Solvent: CN(C=O)C (dimethylformamide). Yields the product SC1=CC(=NC=2N1N=C(N2)CNC(=O)C2=CC1=C(OC(O1)(C1=CC=CC=C1)C1=CC=CC=C1)C=C2)C (N-[(7-mercapto-5-methyl-s-triazolo[1,5-a]pyrimidin-2-yl)methyl]-2,2-diphenyl-1,3-benzodioxol-5-carboxamide). The yield is 86.2%. As a reaction SMILES: O.S.[Na].[N:4]([CH2:7][C:8]1[N:18]=[C:11]2[N:12]=[C:13]([CH3:17])[CH:14]=[C:15]([SH:16])[N:10]2[N:9]=1)=[N+]=[N-].[C:19]1([C:25]2([C:46]3[CH:51]=[CH:50][CH:49]=[CH:48][CH:47]=3)[O:29][C:28]3[CH:30]=[CH:31][C:32]([C:34](ON4C5C=CC=CC=5N=N4)=[O:35])=[CH:33][C:27]=3[O:26]2)[CH:24]=[CH:23][CH:22]=[CH:21][CH:20]=1>CN(C)C=O>[SH:16][C:15]1[N:10]2[N:9]=[C:8]([CH2:7][NH:4][C:34]([C:32]3[CH:31]=[CH:30][C:28]4[O:29][C:25]([C:46]5[CH:47]=[CH:48][CH:49]=[CH:50][CH:51]=5)([C:19]5[CH:24]=[CH:23][CH:22]=[CH:21][CH:20]=5)[O:26][C:27]=4[CH:33]=3)=[O:35])[N:18]=[C:11]2[N:12]=[C:13]([CH3:17])[CH:14]=1 |f:0.1.2,^1:2|. Procedure: A dried solution of 2.0 g of sodium hydrogen sulphide monohydrate (drying agent molecular sieve 4 Å) in 100 ml of dimethylformamide is treated with 2.2 g of 2-azidomethyl-5-methyl[1.2.4]triazolo[1,5-a]pyrimidine-7-thiol and stirred until the evolution of gas has finished (about 15 minutes). Thereupon, 4.35 g of 1H-benzotriazol-1-yl 2,2-diphenyl-1,3-benzodioxol-5-carboxylate are added and the reaction mixture is stirred at room temperature for 20 hours and at 45° C. for 24 hours. The solvent is e... Starting materials: C(C1=CC=CC=C1)N([C@@H]1[C@H](CCC1)NC(OC(C)(C)C)=O)CC1=CC=CC=C1 (tert-butyl N-[(1S,2S)-2-(dibenzylamino)cyclopentyl]carbamate), [H-].[Al+3].[Li+].[H-].[H-].[H-] (lithium aluminium hydride). Solvent: C1CCOC1 (THF), C1CCOC1 (THF). Conditions: temperature 60 celsius, time 1 hour. Yields the product C(C1=CC=CC=C1)N([C@@H]1[C@H](CCC1)NC)CC1=CC=CC=C1 ((1S,2S)-1-N,1-N-Dibenzyl-2-N-methylcyclopentane-1,2-diamine). As a reaction SMILES: [CH2:1]([N:8]([CH2:22][C:23]1[CH:28]=[CH:27][CH:26]=[CH:25][CH:24]=1)[C@H:9]1[CH2:13][CH2:12][CH2:11][C@@H:10]1[NH:14][C:15](=O)OC(C)(C)C)[C:2]1[CH:7]=[CH:6][CH:5]=[CH:4][CH:3]=1.[H-].[Al+3].[Li+].[H-].[H-].[H-]>C1COCC1>[CH2:22]([N:8]([CH2:1][C:2]1[CH:7]=[CH:6][CH:5]=[CH:4][CH:3]=1)[C@H:9]1[CH2:13][CH2:12][CH2:11][C@@H:10]1[NH:14][CH3:15])[C:23]1[CH:24]=[CH:25][CH:26]=[CH:27][CH:28]=1 |f:1.2.3.4.5.6|. Reported procedure: To a solution of tert-butyl N-[(1S,2S)-2-(dibenzylamino)cyclopentyl]carbamate (320 mg, 0.841 mmol) in THF (2.8 ml) at room temperature was added drop wise lithium aluminium hydride in THF (1 M, 1.3 ml, 1.261 mmol). The reaction was stirred for 1 hour and then was heated to 60° C. for 3 hours. The reaction was then cooled to room temperature and quenched by the addition of sodium sulfate decahydrate, filtered and washed with THF and ethyl acetate. The filtrate was concentrated in vacuo to afford ... Starting materials: CC1C(OC2=C1C=CC=C2S(=O)(=O)C2=C(C=CC=C2)Cl)=O (3-Methyl-7-(2-chlorobenzenesulfonyl)-2,3-dihydrobenzofuran-2-one), [OH-].[K+] (potassium hydroxide). Run in CO (methanol). Product: OC1=C(C=CC=C1S(=O)(=O)C1=C(C=CC=C1)Cl)C(C(=O)O)C (2-[2-hydroxy-3-(2-chlorobenzenesulfonyl)phenyl]propionic acid). RXN SMILES: [CH3:1][CH:2]1[C:6]2[CH:7]=[CH:8][CH:9]=[C:10]([S:11]([C:14]3[CH:19]=[CH:18][CH:17]=[CH:16][C:15]=3[Cl:20])(=[O:13])=[O:12])[C:5]=2[O:4][C:3]1=[O:21].[OH-:22].[K+]>CO>[OH:4][C:5]1[C:10]([S:11]([C:14]2[CH:19]=[CH:18][CH:17]=[CH:16][C:15]=2[Cl:20])(=[O:13])=[O:12])=[CH:9][CH:8]=[CH:7][C:6]=1[CH:2]([CH3:1])[C:3]([OH:21])=[O:22] |f:1.2|. Reported procedure: 3-Methyl-7-(2-chlorobenzenesulfonyl)-2,3-dihydrobenzofuran-2-one was treated with potassium hydroxide in methanol in a similar manner to that of Example 21-(10) to give 2-[2-hydroxy-3-(2-chlorobenzenesulfonyl)phenyl]propionic acid, mp. 180°-181° C. Starting materials: CN1C(NC=2C(C1=O)=C(N(N2)CC2=CC=CC1=CC=CC=C21)C2=CC=NC=C2)=O (5-methyl-2-(1-naphthylmethyl)-3-pyridin-4-yl-2H-pyrazolo[3,4-d]pyrimidine-4,6(5H,7H)-dione), C(C)(=O)OC1=CC=C(C=C1)CCl (4-(chloromethyl)phenyl acetate), C([O-])([O-])=O.[K+].[K+] (potassium carbonate). Solvent: CN(C)C=O (DMF). The product is C(C)(=O)OC1=CC=C(C=C1)CN1C(N(C(C=2C1=NN(C2C2=CC=NC=C2)CC2=CC=CC1=CC=CC=C21)=O)C)=O (4-{[5-methyl-2-(1-naphthylmethyl)-4,6-dioxo-3-pyridin-4-yl-2,4,5,6-tetrahydro-7H-pyrazolo[3,4-d]pyrimidin-7-yl]methyl}phenyl acetate). As a reaction SMILES: [CH3:1][N:2]1[C:7](=[O:8])[C:6]2=[C:9]([C:23]3[CH:28]=[CH:27][N:26]=[CH:25][CH:24]=3)[N:10]([CH2:12][C:13]3[C:22]4[C:17](=[CH:18][CH:19]=[CH:20][CH:21]=4)[CH:16]=[CH:15][CH:14]=3)[N:11]=[C:5]2[NH:4][C:3]1=[O:29].[C:30]([O:33][C:34]1[CH:39]=[CH:38][C:37]([CH2:40]Cl)=[CH:36][CH:35]=1)(=[O:32])[CH3:31].C(=O)([O-])[O-].[K+].[K+]>CN(C=O)C>[C:30]([O:33][C:34]1[CH:39]=[CH:38][C:37]([CH2:40][N:4]2[C:5]3=[N:11][N:10]([CH2:12][C:13]4[C:22]5[C:17](=[CH:18][CH:19]=[CH:20][CH:21]=5)[CH:16]=[CH:15][CH:14]=4)[C:9]([C:23]4[CH:24]=[CH:25][N:26]=[CH:27][CH:28]=4)=[C:6]3[C:7](=[O:8])[N:2]([CH3:1])[C:3]2=[O:29])=[CH:36][CH:35]=1)(=[O:32])[CH3:31] |f:2.3.4|. Procedure: This compound was synthesized by the reaction of 5-methyl-2-(1-naphthylmethyl)-3-pyridin-4-yl-2H-pyrazolo[3,4-d]pyrimidine-4,6(5H,7H)-dione and 4-(chloromethyl)phenyl acetate using potassium carbonate as a base in DMF at 80° C. Reactants: COC1=C(C=C(C2=CC=CC=C12)OC)C(=O)OC (Methyl 1,4-dimethoxy-2-naphthoate), [H-].[Al+3].[Li+].[H-].[H-].[H-] (lithium aluminum hydride), [NH4+].[Cl-] (NH4Cl), Cl (HCl). Run in CO (Methanol), CCOCC (ether), C1CCOC1 (THF), CCOCC (ether). Run at temperature 0 celsius, time 1 hour. Product: COC1=C(C=C(C2=CC=CC=C12)OC)CO (1,4-Dimethoxy-2-hydroxymethylnaphthalene). Isolated yield 91.3%. RXN SMILES: [H-].[Al+3].[Li+].[H-].[H-].[H-].[CH3:7][O:8][C:9]1[C:18]2[C:13](=[CH:14][CH:15]=[CH:16][CH:17]=2)[C:12]([O:19][CH3:20])=[CH:11][C:10]=1[C:21](OC)=[O:22].[NH4+].[Cl-].Cl>CCOCC.C1COCC1.CO>[CH3:7][O:8][C:9]1[C:18]2[C:13](=[CH:14][CH:15]=[CH:16][CH:17]=2)[C:12]([O:19][CH3:20])=[CH:11][C:10]=1[CH2:21][OH:22] |f:0.1.2.3.4.5,7.8|. Procedure: A solution of lithium aluminum hydride (29.2 mL, 29.2 mmol, 1 M in ether) in ether (30 mL) was heated to reflux under argon. A solution of ester 22 (7.18 g, 29.2 mmol) in ether (30 mL) and THF (8 mL) was added dropwise over 35 min via an addition funnel. The milky yellow mixture was refluxed for 3 h and then cooled to 0° C. Methanol (10 mL) was added dropwise and the resulting clear yellow solution was stirred for 1 h. Saturated NH4Cl (20 mL) and aqueous HCl (5 mL, 10%) were added and the mixtur...